This data is from the Open Reaction Database (ORD), a public repository of structured organic reaction records. The task is: describe an organic reaction: reactants, conditions, products, and yield Starting materials: CC(C)(C)OC(=O)N1CCNCC1, CCOC(=O)C1=CC2=C(O1)C=CC=C2Br. The reagents and catalysts are C(=O)([O-])[O-].[Cs+].[Cs+], CC(C)C1=CC(=C(C(=C1)C(C)C)C2=CC=CC=C2P(C3CCCCC3)C4CCCCC4)C(C)C, C1=CC=C(C=C1)/C=C/C(=O)/C=C/C2=CC=CC=C2.C1=CC=C(C=C1)/C=C/C(=O)/C=C/C2=CC=CC=C2.C1=CC=C(C=C1)/C=C/C(=O)/C=C/C2=CC=CC=C2.[Pd].[Pd]. Solvent: C1COCCO1. Reaction conditions: temperature 95 celsius. Product: CCOC(=O)C1=CC2=C(C=CC=C2O1)N3CCN(CC3)C(=O)OC(C)(C)C. The yield is 71.2%. Procedure: tert-butyl piperazine-1-carboxylate (0.692 g, 3.72 mmol), ethyl 4-bromobenzofuran-2-carboxylate (1 g, 3.72 mmol), 2-Dicyclohexylphosphino-2',4',6'-tri-iso-propyl-1,1'-biphenyl (0.177 g, 0.37 mmol), Tris(dibenzylideneacetone)dipalladium(0) (0.170 g, 0.19 mmol) and CESIUM CARBONATE (1.574 g, 4.83 mmol) were heated under argon to 95 °C overnight. The mixture was allowed to cool. The mixture was diluted with EtOAc and the mixture was filtered through a pad of Celite. The filterate was collected and ... Starting materials: C1(CCC1)C1=NC(=C2C(=NC=NN21)N)C2=CC=C1C=CC(=NC1=C2)C2=CC=CC=C2 (7-cyclobutyl-5-(2-phenyl-quinolin-7-yl)-imidazo[5,1-f][1,2,4]triazin-4-ylamine), ( 100 ), CC1=CC(=NC2=CC(=CC=C12)B1OC(C(O1)(C)C)(C)C)C1=CC=CC=C1 (4-methyl-2-phenyl-7-(4,4,5,5-tetramethyl-[1,3,2]dioxaborolan-2-yl)-quinoline), C([O-])([O-])=O.[Cs+].[Cs+] (cesium carbonate). Product: C1(CCC1)C1=NC(=C2C(=NC=NN21)N)C2=CC=C1C(=CC(=NC1=C2)C2=CC=CC=C2)C (7-Cyclobutyl-5-(4-methyl-2-phenyl-quinolin-7-yl)-imidazo[5,1-f][1,2,4]triazin-4-ylamine). RXN SMILES: [CH:1]1([C:5]2[N:13]3[C:8]([C:9]([NH2:14])=[N:10][CH:11]=[N:12]3)=[C:7]([C:15]3[CH:24]=[C:23]4[C:18]([CH:19]=[CH:20][C:21]([C:25]5[CH:30]=[CH:29][CH:28]=[CH:27][CH:26]=5)=[N:22]4)=[CH:17][CH:16]=3)[N:6]=2)[CH2:4][CH2:3][CH2:2]1.[CH3:31]C1C2C(=CC(B3OC(C)(C)C(C)(C)O3)=CC=2)N=C(C2C=CC=CC=2)C=1.C(=O)([O-])[O-].[Cs+].[Cs+]>>[CH:1]1([C:5]2[N:13]3[C:8]([C:9]([NH2:14])=[N:10][CH:11]=[N:12]3)=[C:7]([C:15]3[CH:24]=[C:23]4[C:18]([C:19]([CH3:31])=[CH:20][C:21]([C:25]5[CH:30]=[CH:29][CH:28]=[CH:27][CH:26]=5)=[N:22]4)=[CH:17][CH:16]=3)[N:6]=2)[CH2:2][CH2:3][CH2:4]1 |f:2.3.4|. Procedure: 7-Cyclobutyl-5-(4-methyl-2-phenyl-quinolin-7-yl)-imidazo[5,1-f][1,2,4]triazin-4-ylamine was prepared using the same procedures described for 7-cyclobutyl-5-(2-phenyl-quinolin-7-yl)-imidazo[5,1-f][1,2,4]triazin-4-ylamine, except 4-methyl-2-phenyl-7-(4,4,5,5-tetramethyl-[1,3,2]dioxaborolan-2-yl)-quinoline was used in place of 2-phenyl-7-(4,4,5,5-tetramethyl-[1,3,2]dioxaborolan-2-yl)-quinoline and 2 equivalents of cesium carbonate was used in place of 3 equivalents of sodium carbonate; 1H NMR (CDCl... Yields the product C[Si](C)(C)C#CCc1ccc(OCc2ccccc2)cc1. Starting materials: [Br-], ClCc1ccc(OCc2ccccc2)cc1, C1CCOC1, CC[Mg+], C#C[Si](C)(C)C, [Cl-], [Cu]Br, N. RXN SMILES: [Br-:7].[CH2:11]([c:12]1[cH:13][cH:14][cH:15][cH:16][cH:17]1)[O:18][c:19]1[cH:20][cH:21][c:22]([CH2:23][Cl:24])[cH:25][cH:26]1.[CH2:31]1[O:32][CH2:33][CH2:34][CH2:35]1.[CH2:8]([Mg+:9])[CH3:10].[CH3:1][Si:2]([CH3:3])([CH3:4])[C:5]#[CH:6].[Cl-:27].[Cu:29][Br:30].[NH3:28]>>[CH3:1][Si:2]([CH3:3])([CH3:4])[C:5]#[C:6][CH2:23][c:22]1[cH:21][cH:20][c:19]([O:18][CH2:11][c:12]2[cH:13][cH:14][cH:15][cH:16][cH:17]2)[cH:26][cH:25]1.